From a dataset of the Open Reaction Database (ORD), a public repository of structured organic reaction records. describe an organic reaction: reactants, conditions, products, and yield Reactants: Cc1ccc(S(=O)(=O)OCC2Cc3cc(F)cc(-c4cc(C)ccc4C)c3O2)cc1, CN, Cl. Yields the product CNCC1Cc2cc(F)cc(-c3cc(C)ccc3C)c2O1. RXN SMILES: [CH3:2][c:3]1[cH:4][cH:5][c:6]([S:7]([O:8][CH2:13][CH:14]2[O:15][c:16]3[c:17]([cH:19][c:20]([F:31])[cH:21][c:22]3-[c:23]3[c:24]([CH3:30])[cH:25][cH:26][c:27]([CH3:29])[cH:28]3)[CH2:18]2)(=[O:9])=[O:10])[cH:11][cH:12]1.[CH3:32][NH2:33].[ClH:1]>>[CH2:13]([CH:14]1[O:15][c:16]2[c:17]([cH:19][c:20]([F:31])[cH:21][c:22]2-[c:23]2[c:24]([CH3:30])[cH:25][cH:26][c:27]([CH3:29])[cH:28]2)[CH2:18]1)[NH:33][CH3:32]. Reactants: [OH-].[Na+] (NaOH), BrC1=C(C=CC(=C1)C(C)C)N(CC)C1=NC(=CC(=N1)C(=O)O)C (2-(N-(2-bromo-4-(2-propyl)phenyl)-N-ethylamino)-6-methylpyrimidine-4-carboxylic acid), N1(CCOCC1)C(=O)N (morpholine amide), B (borane). Solvent: C(C)(=O)OCC (ethyl acetate), C(C)(=O)O (acetic acid), O1CCCC1 (tetrahydrofuran), O1CCCC1 (tetrahydrofuran). Yields the product BrC1=C(C=CC(=C1)C(C)C)N(CC)C1=NC(=CC(=N1)CN1CCOCC1)C (2-(N-(2-bromo-4-(2-propyl)phenyl)-N-ethylamino)-4-(morpholinomethyl)-6-methylpyrimidine). Isolated yield 39.0%. Reaction SMILES: [Br:1][C:2]1[CH:7]=[C:6]([CH:8]([CH3:10])[CH3:9])[CH:5]=[CH:4][C:3]=1[N:11]([C:14]1[N:19]=[C:18](C(O)=O)[CH:17]=[C:16]([CH3:23])[N:15]=1)[CH2:12][CH3:13].[N:24]1([C:30](N)=O)[CH2:29][CH2:28][O:27][CH2:26][CH2:25]1.B.[OH-].[Na+]>O1CCCC1.C(OCC)(=O)C.C(O)(=O)C>[Br:1][C:2]1[CH:7]=[C:6]([CH:8]([CH3:10])[CH3:9])[CH:5]=[CH:4][C:3]=1[N:11]([C:14]1[N:19]=[C:18]([CH2:30][N:24]2[CH2:25][CH2:26][O:27][CH2:28][CH2:29]2)[CH:17]=[C:16]([CH3:23])[N:15]=1)[CH2:12][CH3:13] |f:3.4|. Reported procedure: To a solution of 2-(N-(2-bromo-4-(2-propyl)phenyl)-N-ethylamino)-6-methylpyrimidine-4-carboxylic acid, morpholine amide (750 mg, 1.72 mmol) in anhydrous tetrahydrofuran (1.4 mL) at ambient temperature under a nitrogen atmosphere was added a solution of borane in tetrahydrofuran (1 M, 3.6 mL, 3.6 mmol) dropwise and the reaction mixture was heated at reflux temperature for 20 h. After cooling to room, acetic acid (3.5 mL) was slowly added and the mixture was heated at reflux for 30 min. After bein... Starting materials: Cl.ClC1=CC=C(C(=S)NCCN2CCOCC2)C=C1 (p-chloro-N-(2-morpholinoethyl)-thiobenzamide hydrochloride), C(C)(=O)[O-].C(C)(=O)[O-].C(C)(=O)[O-].C(C)(=O)[O-].[Pb+4] (lead tetraacetate). The solvent is O (water). Yields the product ClC1=CC=C(C(=O)NCCN2CCOCC2)C=C1 (p-chloro-N-(2-morpholinoethyl)-benzamide). RXN SMILES: Cl.[Cl:2][C:3]1[CH:19]=[CH:18][C:6]([C:7]([NH:9][CH2:10][CH2:11][N:12]2[CH2:17][CH2:16][O:15][CH2:14][CH2:13]2)=S)=[CH:5][CH:4]=1.C([O-])(=[O:22])C.C([O-])(=O)C.C([O-])(=O)C.C([O-])(=O)C.[Pb+4]>O>[Cl:2][C:3]1[CH:19]=[CH:18][C:6]([C:7]([NH:9][CH2:10][CH2:11][N:12]2[CH2:17][CH2:16][O:15][CH2:14][CH2:13]2)=[O:22])=[CH:5][CH:4]=1 |f:0.1,2.3.4.5.6|. Reported procedure: 900 Mg. of p-chloro-N-(2-morpholinoethyl)-thiobenzamide hydrochloride are boiled in 100 ml. of water with 2 g. of lead tetraacetate for 10 hours under reflux. The mixture is filtered and the filtrate is evaporated to dryness. The residue is chromatographed over a silica gel column with a mixture of chloroform and ethanol. The product is recrystallized from isopropanol, and 0.3 g. of p-chloro-N-(2-morpholinoethyl)-benzamide is obtained, which is identical to the product obtained in Example 1. The reactants are CC1=CC=C(O1)C=1C2=C(N=C(N1)N)N=NN2 (7-(5-methyl-2-furyl)-1H-[1,2,3]triazolo[4,5-d]pyrimidin-5-ylamine), BrCC1=NC(=CC=C1)CBr (2,6-bis(bromomethyl)pyridine). Run in CCCCCC.CCOC(=O)C (Hexane EtOAc). The product is BrCC1=CC=CC(=N1)CN1N=NC2=C1N=C(N=C2C=2OC(=CC2)C)N (3-(6-Bromomethylpyridin-2-ylmethyl)-7-(5-methyl-2-furyl)-3H-[1,2,3]triazolo[4,5-d]pyrimidin-5-ylamine). RXN SMILES: [CH3:1][C:2]1[O:6][C:5]([C:7]2[C:8]3[NH:16][N:15]=[N:14][C:9]=3[N:10]=[C:11]([NH2:13])[N:12]=2)=[CH:4][CH:3]=1.[Br:17][CH2:18][C:19]1[CH:24]=[CH:23][CH:22]=[C:21]([CH2:25]Br)[N:20]=1>CCCCCC.CCOC(C)=O>[Br:17][CH2:18][C:19]1[N:20]=[C:21]([CH2:25][N:14]2[C:9]3[N:10]=[C:11]([NH2:13])[N:12]=[C:7]([C:5]4[O:6][C:2]([CH3:1])=[CH:3][CH:4]=4)[C:8]=3[N:16]=[N:15]2)[CH:22]=[CH:23][CH:24]=1 |f:2.3|. Reported procedure: Prepared from 7-(5-methyl-2-furyl)-1H-[1,2,3]triazolo[4,5-d]pyrimidin-5-ylamine and 2,6-bis(bromomethyl)pyridine by the alkylation method described in Example 36; NMR δH (400 MHz, DMSO) 2.46 (3H, s), 4.64 (2H, s), 5.75 (2H, s), 6.50 (1H, d, J 3.5 Hz), 7.04 (1H, d, J 8.0 Hz), 7.31 (2H, s), 7.49 (1H, d, J 7.5 Hz), 7.80 (1H, t, J 7.5 Hz), 7.88 (1H, d, J 3.5 Hz). TLC (Hexane:EtOAc (1:1)) Rf=0.28** Reactants: FC(C(COCC1=CC=CC=C1)(O)COCC1=CC=CC=C1)(F)F (1,1,1-Trifluoro-3-[(benzyl)oxy]-2-{[(benzyl)oxy]methyl}-2-propanol), C(C)O (ethanol). The reagents and catalysts are [Pd] (palladium on carbon), [Pd] (palladium on carbon). Run in C1(=CC=CC=C1)C (Toluene). Conditions: temperature 50 celsius, time 8 hour. The product is FC(C(CO)(CO)O)(F)F (2-(Trifluoromethyl)-1,2,3-propanetriol). Yield: 76.0%. RXN SMILES: [F:1][C:2]([F:24])([F:23])[C:3]([CH2:14][O:15]CC1C=CC=CC=1)([OH:13])[CH2:4][O:5]CC1C=CC=CC=1.C(O)C>[Pd].C1(C)C=CC=CC=1>[F:1][C:2]([F:24])([F:23])[C:3]([OH:13])([CH2:14][OH:15])[CH2:4][OH:5]. Procedure details: 1,1,1-Trifluoro-3-[(benzyl)oxy]-2-{[(benzyl)oxy]methyl}-2-propanol (1.3 kg, 3.82 mol, 1.0 eq.) was placed in a 10 L flange flask equipped with a overhead stirrer, followed by ethanol (4.5 L). 10% palladium on carbon (27 g) was added under Argon atmosphere. The reaction was then subjected to hydrogenolysis at atmospheric pressure (6 balloons) and stirred overnight at 50° C. (the balloons were topped up repeatably during the day). 1H NMR showed completion of reaction had been reached after 1 week,... Starting materials: N(=[N+]=[N-])C[C@H]1CN(C(O1)=O)C1=CC=C(C=C1)I ((5R)-5-(Azidomethyl)-3-(4-iodophenyl)-1,3-oxazolidin-2-one), C12C=CC(C=C1)C2 (Bicyclo[2.2.1]hepta-2,5-diene). Run in O1CCOCC1 (1,4-dioxane). Reaction conditions: temperature 100 celsius. Yields the product IC1=CC=C(C=C1)N1C(O[C@H](C1)CN1N=NC=C1)=O ((5R)-3-(4-Iodophenyl)-5-(1H-1,2,3-triazol-1-ylmethyl)-1,3-oxazolidin-2-one). The yield is 66.8%. RXN SMILES: [N:1]([CH2:4][C@@H:5]1[O:9][C:8](=[O:10])[N:7]([C:11]2[CH:16]=[CH:15][C:14]([I:17])=[CH:13][CH:12]=2)[CH2:6]1)=[N+:2]=[N-:3].[CH:18]12CC(C=C1)C=[CH:19]2>O1CCOCC1>[I:17][C:14]1[CH:15]=[CH:16][C:11]([N:7]2[CH2:6][C@H:5]([CH2:4][N:1]3[CH:19]=[CH:18][N:3]=[N:2]3)[O:9][C:8]2=[O:10])=[CH:12][CH:13]=1. Procedure: (5R)-5-(Azidomethyl)-3-(4-iodophenyl)-1,3-oxazolidin-2-one (10.0 g, 29.1 mmol) was dissolved in 1,4-dioxane (100 ml). Bicyclo[2.2.1]hepta-2,5-diene (9.4 ml, 87.2 mmol) was added and the mixture heated to 100° C. for 24 h. The solution was cooled and purified by silica flash chromatography with 1-10% methanol in dichloromethane as eluent giving 7.2 g of the desired product. Starting materials: ClC1=CC=C2C=CN(C(C2=C1)=O)[C@H](C(=O)O)CC ((S)-2-(7-chloro-1-oxo-1H-isoquinolin-2-yl)-butyric acid), C(C)(C)(C)OC(C[C@@H](C(COC1=C(C(=CC(=C1F)F)F)F)O)N)=O ((3S)-3-amino-4-hydroxy-5-(2,3,5,6-tetrafluoro-phenoxy)-pentanoic acid tert-butyl ester). Yields the product ClC1=CC=C2C=CN(C(C2=C1)=O)[C@H](C(=O)N[C@@H](CC(=O)O)C(COC1=C(C(=CC(=C1F)F)F)F)=O)CC ((S,S)-3-[2-(7-chloro-1-oxo-1H-isoquinolin-2-yl)-butyrylamino]-4-oxo-5-(2,3,5,6-tetrafluoro-phenoxy)-pentanoic acid). Reaction SMILES: [Cl:1][C:2]1[CH:11]=[C:10]2[C:5]([CH:6]=[CH:7][N:8]([C@@H:13]([CH2:17][CH3:18])[C:14]([OH:16])=O)[C:9]2=[O:12])=[CH:4][CH:3]=1.C([O:23][C:24](=[O:42])[CH2:25][C@H:26]([NH2:41])[CH:27]([OH:40])[CH2:28][O:29][C:30]1[C:35]([F:36])=[C:34]([F:37])[CH:33]=[C:32]([F:38])[C:31]=1[F:39])(C)(C)C>>[Cl:1][C:2]1[CH:11]=[C:10]2[C:5]([CH:6]=[CH:7][N:8]([C@@H:13]([CH2:17][CH3:18])[C:14]([NH:41][C@H:26]([C:27](=[O:40])[CH2:28][O:29][C:30]3[C:35]([F:36])=[C:34]([F:37])[CH:33]=[C:32]([F:38])[C:31]=3[F:39])[CH2:25][C:24]([OH:42])=[O:23])=[O:16])[C:9]2=[O:12])=[CH:4][CH:3]=1. Procedure: This compound was prepared using (S)-2-(7-chloro-1-oxo-1H-isoquinolin-2-yl)-butyric acid (prepared as described in methods A-E) and (3S)-3-amino-4-hydroxy-5-(2,3,5,6-tetrafluoro-phenoxy)-pentanoic acid tert-butyl ester (prepared as described in methods N-P) using procedures similar to those described in methods F, G and E. The product was isolated as a white solid (94% last step). IR (solid) 1639.3, 1618.8, 1593.2, 1516.4, 1485.6, 1219.4, 1168.1, 1106.7, 932.6, 830.2 cm−1; 1H NMR (400 MHz, DMSO-... The reactants are O=C1C=2N=CN(C2N=CN1)CCC(=O)OCC (3-(1,6-dihydro-6-oxo-9H-purin-9-yl) propionic acid, ethyl ester), NC1CCN(CC1)CC1=CC=CC=C1 (4-amino-1-benzyl-piperidine), C(C)#N (acetonitrile). Run in CCOCC (ether). Conditions: temperature 120 celsius, time 17 hour. The product is O=C1C=2N=CN(C2N=CN1)CCC(=O)NC1CCN(CC1)CC1=CC=CC=C1 (3-(1,6-dihydro-6-oxo-9H-purin-9-yl)-N-(1-benzylpiperidin-4-yl)propanamide). The yield is 95.5%. Reaction SMILES: [O:1]=[C:2]1[NH:10][CH:9]=[N:8][C:7]2[N:6]([CH2:11][CH2:12][C:13]([O:15]CC)=O)[CH:5]=[N:4][C:3]1=2.[NH2:18][CH:19]1[CH2:24][CH2:23][N:22]([CH2:25][C:26]2[CH:31]=[CH:30][CH:29]=[CH:28][CH:27]=2)[CH2:21][CH2:20]1.C(#N)C>CCOCC>[O:1]=[C:2]1[NH:10][CH:9]=[N:8][C:7]2[N:6]([CH2:11][CH2:12][C:13]([NH:18][CH:19]3[CH2:24][CH2:23][N:22]([CH2:25][C:26]4[CH:31]=[CH:30][CH:29]=[CH:28][CH:27]=4)[CH2:21][CH2:20]3)=[O:15])[CH:5]=[N:4][C:3]1=2. Reported procedure: 250 mg. (1.06 mmol) 3-(1,6-dihydro-6-oxo-9H-purin-9-yl) propionic acid, ethyl ester (AIT-0027) was added to a 10 ml round bottom flask equipped with a magnetic stirring bar, reflux condenser and CaCl2 drying tube. Then, 604 mg (3.17 mmol) 4-amino-1-benzyl-piperidine and 1 ml acetonitrile were added and the solution was brought to reflux. Reflux was continued for 17 hours. Aacetonitrile was evaporated and the mixture was heated at 120° C. for eight hours to yield a dark viscous oil. The oil was t...